From a dataset of the Open Reaction Database (ORD), a public repository of structured organic reaction records. describe an organic reaction: reactants, conditions, products, and yield Reactants: C(C)(C)(C)C=1C=C(C=C(C1)C=1N(C(=C(C1)S(N)(=O)=O)C)CC1CCCCC1)C(C(=O)N)(C)C (2-(3-(tert-Butyl)-5-(1-(cyclohexylmethyl)-5-methyl-4-sulfamoyl-1H-pyrrol-2-yl)phenyl)-2-methylpropanamide). Solvent: C1CCOC1 (THF), C1CCOC1 (THF). Reaction conditions: time 8 hour. Yields the product NCC(C)(C)C=1C=C(C=C(C1)C(C)(C)C)C1=CC(=C(N1CC1CCCCC1)C)S(=O)(=O)N (5-(3-(1-Amino-2-methylpropan-2-yl)-5-(tert-butyl)phenyl)-1-(cyclohexyl-methyl)-2-methyl-1H-pyrrole-3-sulfonamide). The yield is 0.1%. RXN SMILES: [C:1]([C:5]1[CH:6]=[C:7]([C:28]([CH3:33])([CH3:32])[C:29]([NH2:31])=O)[CH:8]=[C:9]([C:11]2[N:12]([CH2:21][CH:22]3[CH2:27][CH2:26][CH2:25][CH2:24][CH2:23]3)[C:13]([CH3:20])=[C:14]([S:16](=[O:19])(=[O:18])[NH2:17])[CH:15]=2)[CH:10]=1)([CH3:4])([CH3:3])[CH3:2]>C1COCC1>[NH2:31][CH2:29][C:28]([C:7]1[CH:8]=[C:9]([C:11]2[N:12]([CH2:21][CH:22]3[CH2:27][CH2:26][CH2:25][CH2:24][CH2:23]3)[C:13]([CH3:20])=[C:14]([S:16]([NH2:17])(=[O:19])=[O:18])[CH:15]=2)[CH:10]=[C:5]([C:1]([CH3:2])([CH3:3])[CH3:4])[CH:6]=1)([CH3:32])[CH3:33]. Procedure: To a solution of compound 47 (330 mg, 0.70 mol) in dry THF (5 mL) was added a solution of BH3 in THF (1M, 7 mL, 7 mmol) dropwise under cooling with an ice-bath. After the addition, the mixture was stirred at rt overnight, slowly diluted MeOH (5 mL), concentrated and purified by CC (DCM/MeOH=10/1) to give compound 48 (280 mg, 87%) as a white solid. 1H-NMR (DMSO-d6, 400 MHz) δ: 0.64-0.67 (2H, m), 0.89-0.96 (3H, m), 1.21-1.35 (20H, m), 1.46 (3H, d, J=8.0 Hz), 2.44 (3H, s), 3.03 (2H, s), 3.78 (3H, d... The reactants are FC(C1=CC=C2C=CNC(C2=C1)=O)(F)F (7-trifluoromethyl-2H-isoquinolin-1-one), BrC=1C=NC=CC1 (3-bromo-pyridine), OC=1C=CC=C2C=CC=NC12 (8-hydroxy-quinoline), C([O-])([O-])=O.[K+].[K+] (potassium carbonate). The reagents and catalysts are [Cu](I)I (copper iodide). Run in CS(=O)C (DMSO). The product is N1=CC(=CC=C1)N1C(C2=CC(=CC=C2C=C1)C(F)(F)F)=O (2-Pyridin-3-yl-7-trifluoromethyl-2H-isoquinolin-1-one). The yield is 59.1%. RXN SMILES: [F:1][C:2]([F:15])([F:14])[C:3]1[CH:12]=[C:11]2[C:6]([CH:7]=[CH:8][NH:9][C:10]2=[O:13])=[CH:5][CH:4]=1.Br[C:17]1[CH:18]=[N:19][CH:20]=[CH:21][CH:22]=1.OC1C=CC=C2C=1N=CC=C2.C(=O)([O-])[O-].[K+].[K+]>[Cu](I)I.CS(C)=O>[N:19]1[CH:20]=[CH:21][CH:22]=[C:17]([N:9]2[CH:8]=[CH:7][C:6]3[C:11](=[CH:12][C:3]([C:2]([F:1])([F:14])[F:15])=[CH:4][CH:5]=3)[C:10]2=[O:13])[CH:18]=1 |f:3.4.5|. Procedure: Using analogous reaction conditions as described in Example 1, 7-trifluoromethyl-2H-isoquinolin-1-one (I-29d: 0.12 g, 0.56 mmol) was reacted with 3-bromo-pyridine (0.106 g, 0.6 mmol), DMSO (2 mL), copper iodide (0.021 g, 0.12 mmol), 8-hydroxy-quinoline (0.018 g, 0.12 mmol) and potassium carbonate (0.15 g, 1.1 mmol) to afford the crude product. Purification by column chromatography on silica gel (0.5% methanol in DCM) afforded 96 mg of the product (70.58% yield). The reactants are C1CCOC1, CCOCC, CCN(C(C)C)C(C)C, [N-]=[N+]=NP(=O)(c1ccccc1)c1ccccc1, O=C(O)c1cnc2ccccc2n1. Product: [N-]=[N+]=NC(=O)c1cnc2ccccc2n1. RXN SMILES: [CH2:40]1[O:41][CH2:42][CH2:43][CH2:44]1.[CH3:45][CH2:46][O:47][CH2:48][CH3:49].[CH:14]([N:15]([CH:16]([CH3:17])[CH3:18])[CH2:19][CH3:20])([CH3:21])[CH3:22].[c:23]1([P:24]([c:25]2[cH:26][cH:27][cH:28][cH:29][cH:30]2)(=[O:31])[N:37]=[N+:38]=[N-:39])[cH:32][cH:33][cH:34][cH:35][cH:36]1.[n:1]1[c:2]([C:11](=[O:12])[OH:13])[cH:3][n:4][c:5]2[cH:6][cH:7][cH:8][cH:9][c:10]12>>[n:1]1[c:2]([C:11](=[O:13])[N:37]=[N+:38]=[N-:39])[cH:3][n:4][c:5]2[cH:6][cH:7][cH:8][cH:9][c:10]12. The reactants are COC=1C=C2C(=C(NC2=CC1)C(=O)N)S(=O)(=O)N1CCOCC1 (5-Methoxy-3-(morpholin-4-ylsulfonyl)-1H-indole-2-carboxamide), CCOC(=O)C (EtOAc), C(=O)(O)[O-].[Na+] (NaHCO3), B(Br)(Br)Br (boron tribromide). Run in ClCCl (dichloromethane). Reaction conditions: time 10 minute. The product is OC=1C=C2C(=C(NC2=CC1)C(=O)N)S(=O)(=O)N1CCOCC1 (5-Hydroxy-3-(morpholin-4-ylsulfonyl)-1H-indole-2-carboxamide). RXN SMILES: C[O:2][C:3]1[CH:4]=[C:5]2[C:9](=[CH:10][CH:11]=1)[NH:8][C:7]([C:12]([NH2:14])=[O:13])=[C:6]2[S:15]([N:18]1[CH2:23][CH2:22][O:21][CH2:20][CH2:19]1)(=[O:17])=[O:16].B(Br)(Br)Br.CCOC(C)=O.C([O-])(O)=O.[Na+]>ClCCl>[OH:2][C:3]1[CH:4]=[C:5]2[C:9](=[CH:10][CH:11]=1)[NH:8][C:7]([C:12]([NH2:14])=[O:13])=[C:6]2[S:15]([N:18]1[CH2:23][CH2:22][O:21][CH2:20][CH2:19]1)(=[O:17])=[O:16] |f:3.4|. Procedure details: To a suspension of 5-methoxy-3-(morpholin-4-ylsulfonyl)-1H-indole-2-carboxamide from Example 4 (416 mg, 1.23 mmol) in 15 mL of dichloromethane at −78° C. was added boron tribromide solution (1 M in dichloromethane, 6.13 mmol). After 10 minutes the mixture was allowed to warm to room temperature, and stir for an additional 60 hours. The reaction was poured into a mixture of EtOAc and saturated aqueous NaHCO3 solution. The organic phase was washed with water and brine, dried with Na2SO4, filtered,... Starting materials: Cl (HCl), [Cl-].[Cl-].[Cl-].[Al+3] (aluminum trichloride), OS(=O)(=O)C(F)(F)F (triflic acid). The product is Aluminum tris-triflate (CF3SO3)3Al, [O-]S(=O)(=O)C(F)(F)F.[Al+3].[O-]S(=O)(=O)C(F)(F)F.[O-]S(=O)(=O)C(F)(F)F (aluminum triflate). RXN SMILES: [Cl-].[Cl-].[Cl-].[Al+3:4].[OH:5][S:6]([C:9]([F:12])([F:11])[F:10])(=[O:8])=[O:7].Cl>>[O-:8][S:6]([C:9]([F:12])([F:11])[F:10])(=[O:7])=[O:5].[Al+3:4].[O-:8][S:6]([C:9]([F:12])([F:11])[F:10])(=[O:7])=[O:5].[O-:8][S:6]([C:9]([F:12])([F:11])[F:10])(=[O:7])=[O:5] |f:0.1.2.3,6.7.8.9|. Procedure: Aluminum tris-triflate (CF3SO3)3Al is prepared by placing a premeasured amount of anhydrous aluminum trichloride (tribromide) in a well dried three necked flask equipped with a magnetic stirrer, a pressure equalizing dropping funnel and dry nitrogen inlet. The flask is cooled and 3 equivalents of triflic acid are slowly added from the dropping funnel with efficient stirring whereby HCl (HBr) slowly evolves. The temperature was slowly raised until completion of the reaction. The flask is then eva...